Dataset: the Open Reaction Database (ORD), a public repository of structured organic reaction records. Task: describe an organic reaction: reactants, conditions, products, and yield The product is CC(C)(C)N1C(=O)C(Nc2ccc(N3CCCC3)cc2)=C(c2ccccc2)S1(=O)=O. As a reaction SMILES: [C:1]([CH3:2])([CH3:3])([CH3:4])[N:5]1[S:6](=[O:18])(=[O:19])[C:7]([c:12]2[cH:13][cH:14][cH:15][cH:16][cH:17]2)=[C:8]([Cl:11])[C:9]1=[O:10].[CH3:32][C:33]#[N:34].[N:20]1([c:25]2[cH:26][cH:27][c:28]([NH2:31])[cH:29][cH:30]2)[CH2:21][CH2:22][CH2:23][CH2:24]1.[O:35]=[CH:36][N:37]([CH3:38])[CH3:39]>>[C:1]([CH3:2])([CH3:3])([CH3:4])[N:5]1[S:6](=[O:18])(=[O:19])[C:7]([c:12]2[cH:13][cH:14][cH:15][cH:16][cH:17]2)=[C:8]([NH:31][c:28]2[cH:27][cH:26][c:25]([N:20]3[CH2:21][CH2:22][CH2:23][CH2:24]3)[cH:30][cH:29]2)[C:9]1=[O:10]. Starting materials: CC(C)(C)N1C(=O)C(Cl)=C(c2ccccc2)S1(=O)=O, CC#N, Nc1ccc(N2CCCC2)cc1, CN(C)C=O. Starting materials: C[C@H](CCC(=O)OC)[C@H]1CC[C@@H]2[C@@]1(CC[C@H]3[C@H]2[C@@H](C[C@H]4[C@@]3(CC[C@H](C4)O)C)O)C (methyl chenodeoxycholate), O (Water), resultant mixture. Solvent: C1CCOC1 (THF), C1CCOC1 (THF). Product: O[C@H]1C[C@H]2C[C@H]([C@H]3[C@@H]4CC[C@H]([C@@H](CCCO)C)[C@]4(CC[C@@H]3[C@]2(CC1)C)C)O (3α,7α,24-trihydroxy-5β-cholane). As a reaction SMILES: [CH3:1][C@@H:2]([C@@H:9]1[C@@:13]2([CH3:29])[CH2:14][CH2:15][C@@H:16]3[C@@:21]4([CH3:27])[CH2:22][CH2:23][C@@H:24]([OH:26])[CH2:25][C@H:20]4[CH2:19][C@@H:18]([OH:28])[C@H:17]3[C@@H:12]2[CH2:11][CH2:10]1)[CH2:3][CH2:4][C:5](OC)=[O:6].O>C1COCC1>[OH:26][C@@H:24]1[CH2:23][CH2:22][C@@:21]2([CH3:27])[C@H:20]([CH2:19][C@@H:18]([OH:28])[C@@H:17]3[C@@H:16]2[CH2:15][CH2:14][C@@:13]2([CH3:29])[C@H:12]3[CH2:11][CH2:10][C@@H:9]2[C@H:2]([CH3:1])[CH2:3][CH2:4][CH2:5][OH:6])[CH2:25]1. Procedure details: A suspension of LiA1H4 (0.15 g, 3 mols. equiv.) in dry THF (25 ml) was stirred under nitrogen whilst standing in an ice/methanol bath. Methyl chenodeoxycholate (5c) (0.5 g, 1.2 mmol) in dry THF (30 ml) was then added dropwise and the resultant mixture stirred at ambient temperature overnight. Water was then introduced carefully to the mixture until all the excess LiA1H4 had been destroyed. The resultant mixture was acidified with 2M HCl and extracted into EtOAc (3×). The combined organic extract... The reactants are B, C1CCOC1, OC(c1ccccc1)(c1ccccc1)C1CCCN1. The product is B1OC(c2ccccc2)(c2ccccc2)C2CCCN12. RXN SMILES: [BH3:20].[CH2:21]1[O:22][CH2:23][CH2:24][CH2:25]1.[c:1]1([C:7]([OH:8])([CH:9]2[NH:10][CH2:11][CH2:12][CH2:13]2)[c:14]2[cH:15][cH:16][cH:17][cH:18][cH:19]2)[cH:2][cH:3][cH:4][cH:5][cH:6]1>>[c:1]1([C:7]2([c:14]3[cH:15][cH:16][cH:17][cH:18][cH:19]3)[O:8][BH:20][N:10]3[CH:9]2[CH2:13][CH2:12][CH2:11]3)[cH:2][cH:3][cH:4][cH:5][cH:6]1. The reactants are C(C1=CC=CC=C1)OC[C@H](COS(=O)(=O)C)OOC(P(=O)(O)O)(C(C)C)C(C)C ((R)-3-O-Benzyl-2-O-(diisopropyl phosphonomethoxyl)-1-O-(methanesulfonyl)glycerol), [N-]=[N+]=[N-].[Na+] (sodium azide). Solvent: N',N'-dimethylformamide. Conditions: temperature 105 celsius, time 5 hour. The product is N(=[N+]=[N-])C[C@H](COCC1=CC=CC=C1)OOC(P(=O)(O)O)(C(C)C)C(C)C ((R)-3-Azido-1-O-benzyl-2-O-(diisopropyl phosphonomethoxyl)-1,2-propanediol). Isolated yield 74.6%. As a reaction SMILES: [CH2:1]([O:8][CH2:9][C@@H:10]([O:17][O:18][C:19]([CH:27]([CH3:29])[CH3:28])([CH:24]([CH3:26])[CH3:25])[P:20]([OH:23])([OH:22])=[O:21])[CH2:11]OS(C)(=O)=O)[C:2]1[CH:7]=[CH:6][CH:5]=[CH:4][CH:3]=1.[N-:30]=[N+:31]=[N-:32].[Na+]>>[N:30]([CH2:11][C@@H:10]([O:17][O:18][C:19]([CH:27]([CH3:29])[CH3:28])([CH:24]([CH3:26])[CH3:25])[P:20]([OH:23])([OH:22])=[O:21])[CH2:9][O:8][CH2:1][C:2]1[CH:7]=[CH:6][CH:5]=[CH:4][CH:3]=1)=[N+:31]=[N-:32] |f:1.2|. Procedure: (R)-3-O-Benzyl-2-O-(diisopropyl phosphonomethoxyl)-1-O-(methanesulfonyl)glycerol (15, 9 g, 20.53 mmol) (J. J. Bronson, etc. J. Med. Chem. 1989, 32, 1457) and sodium azide (4 g, 61.58 mmol) were mixed in 40 mL of anhydrous N',N'-dimethylformamide. The resulting mixture was stirred at 105° C. for 5 hours. After the solvent was removed under reduced presuure, the residue was added 100 mL of methylene chloride. The mixture was filtered, and the solid was washed with methylene chloride. The filtrate ... Reactants: O=C([O-])O, ClCCl, CC(C)(C)OC(=O)N1CCC(c2nsc(Nc3ncc(Oc4ccc(C=O)cc4)cc3Sc3ccccc3Cl)n2)CC1, O=C(O)C(F)(F)F, [Na+]. Yields the product O=Cc1ccc(Oc2cnc(Nc3nc(C4CCNCC4)ns3)c(Sc3ccccc3Cl)c2)cc1. Reaction SMILES: [C:50](=[O:51])([OH:52])[O-:53].[CH2:55]([Cl:56])[Cl:57].[Cl:1][c:2]1[c:3]([S:8][c:9]2[c:10]([NH:24][c:25]3[n:26][c:27]([CH:30]4[CH2:31][CH2:32][N:33]([C:36]([O:37][C:38]([CH3:39])([CH3:40])[CH3:41])=[O:42])[CH2:34][CH2:35]4)[n:28][s:29]3)[n:11][cH:12][c:13]([O:15][c:16]3[cH:17][cH:18][c:19]([CH:22]=[O:23])[cH:20][cH:21]3)[cH:14]2)[cH:4][cH:5][cH:6][cH:7]1.[F:43][C:44]([F:45])([F:46])[C:47]([OH:48])=[O:49].[Na+:54]>>[Cl:1][c:2]1[c:3]([S:8][c:9]2[c:10]([NH:24][c:25]3[n:26][c:27]([CH:30]4[CH2:31][CH2:32][NH:33][CH2:34][CH2:35]4)[n:28][s:29]3)[n:11][cH:12][c:13]([O:15][c:16]3[cH:17][cH:18][c:19]([CH:22]=[O:23])[cH:20][cH:21]3)[cH:14]2)[cH:4][cH:5][cH:6][cH:7]1.